Dataset: the Open Reaction Database (ORD), a public repository of structured organic reaction records. Task: describe an organic reaction: reactants, conditions, products, and yield Reactants: CC(C)=CCBr, CN(C)C=O, CCOC(C)=O, [H-], O=[N+]([O-])c1cc[nH]n1, [Na+]. As a reaction SMILES: [Br:11][CH2:12][CH:13]=[C:14]([CH3:15])[CH3:16].[CH3:17][N:18]([CH3:19])[CH:20]=[O:21].[CH3:22][CH2:23][O:24][C:25](=[O:26])[CH3:27].[H-:9].[N+:1](=[O:2])([O-:3])[c:4]1[n:5][nH:6][cH:7][cH:8]1.[Na+:10]>>[N+:1](=[O:2])([O-:3])[c:4]1[n:5][n:6]([CH2:12][CH:13]=[C:14]([CH3:15])[CH3:16])[cH:7][cH:8]1. The product is CC(C)=CCn1ccc([N+](=O)[O-])n1. Starting materials: [Al+3], COc1cc2c(cc1Br)CCC2=O, Cc1ccccc1, [Cl-], [Cl-], [Cl-], O. The product is O=C1CCc2cc(Br)c(O)cc21. RXN SMILES: [Al+3:2].[Br:5][c:6]1[cH:7][c:8]2[c:12]([cH:13][c:14]1[O:15][CH3:16])[C:11](=[O:17])[CH2:10][CH2:9]2.[CH3:19][c:20]1[cH:21][cH:22][cH:23][cH:24][cH:25]1.[Cl-:1].[Cl-:3].[Cl-:4].[OH2:18]>>[Br:5][c:6]1[cH:7][c:8]2[c:12]([cH:13][c:14]1[OH:15])[C:11](=[O:17])[CH2:10][CH2:9]2. Reactants: [Br-], O=C([O-])[O-], CCCC[N+](CCCC)(CCCC)CCCC, CCOC(=O)c1cc2cc([Si](C)(C)C)ccc2[nH]1, CC#N, Fc1cccc(CBr)c1, [K+], [K+]. Product: CCOC(=O)c1cc2cc([Si](C)(C)C)ccc2n1Cc1cccc(F)c1. As a reaction SMILES: [Br-:34].[C:28](=[O:29])([O-:30])[O-:31].[CH2:35]([N+:36]([CH2:37][CH2:38][CH2:39][CH3:40])([CH2:41][CH2:42][CH2:43][CH3:44])[CH2:45][CH2:46][CH2:47][CH3:48])[CH2:49][CH2:50][CH3:51].[CH3:10][Si:11]([c:12]1[cH:13][c:14]2[cH:15][c:16]([C:21](=[O:22])[O:23][CH2:24][CH3:25])[nH:17][c:18]2[cH:19][cH:20]1)([CH3:26])[CH3:27].[CH3:52][C:53]#[N:54].[F:1][c:2]1[cH:3][c:4]([CH2:5][Br:6])[cH:7][cH:8][cH:9]1.[K+:32].[K+:33]>>[F:1][c:2]1[cH:3][c:4]([CH2:5][n:17]2[c:16]([C:21](=[O:22])[O:23][CH2:24][CH3:25])[cH:15][c:14]3[cH:13][c:12]([Si:11]([CH3:10])([CH3:26])[CH3:27])[cH:20][cH:19][c:18]32)[cH:7][cH:8][cH:9]1. Reactants: CN(C)CN(C)C (N,N,N',N'-tetramethyldiaminomethane), CN(C)CC1=CNC2=CC=C(C=C12)OC1=NC=CC(=N1)OC (3-(N,N-dimethylaminomethyl)-5-(4-methoxypyrimidin-2-yloxy)indole), C(C)(=O)Cl (acetyl chloride), COC1=NC(=NC=C1)OC=1C=C2C=CNC2=CC1 (5-(4-methoxypyrimidin-2-yloxy)indole), [C-]#N.[K+] (potassium cyanide), CI (methyl iodide). Run in C(Cl)Cl (CH2Cl2), C(Cl)Cl (CH2Cl2), CN(C)C=O (DMF). The product is C(#N)CC1=CNC2=CC=C(C=C12)OC1=NC=CC(=N1)OC (3-cyanomethyl-5-(4-methoxypyrimidin-2-yloxy)indole). RXN SMILES: CN(CN(C)C)C.C(Cl)(=O)C.[CH3:12][O:13][C:14]1[CH:19]=[CH:18][N:17]=[C:16]([O:20][C:21]2[CH:22]=[C:23]3[C:27](=[CH:28][CH:29]=2)[NH:26][CH:25]=[CH:24]3)[N:15]=1.C[N:31]([CH2:33][C:34]1C2C(=CC=C(OC3N=C(OC)C=CN=3)C=2)NC=1)C.[C-]#N.[K+].CI>C(Cl)Cl.CN(C=O)C>[C:33]([CH2:34][C:24]1[C:23]2[C:27](=[CH:28][CH:29]=[C:21]([O:20][C:16]3[N:15]=[C:14]([O:13][CH3:12])[CH:19]=[CH:18][N:17]=3)[CH:22]=2)[NH:26][CH:25]=1)#[N:31] |f:4.5|. Procedure details: Treatment of a cooled solution of N,N,N',N'-tetramethyldiaminomethane (1.18 g, 1.58 mL, 11.5 mmol) in CH2Cl2 (10 mL) with acetyl chloride (0.90 g, 0.81 mL, 11.5 mmol) followed by a solution of 5-(4-methoxypyrimidin-2-yloxy)indole (2.0 g, 8.2 mmol) in CH2Cl2 (100 mL), gave after work-up: 3-(N,N-dimethylaminomethyl)-5-(4-methoxypyrimidin-2-yloxy)indole as a white solid. This was treated with finely ground potassium cyanide (1.75 g, 26.8 mmol) and methyl iodide (3.80 g, 1.65 mL, 26.8 mmol) in DMF (... Reactants: NC1=CC=C(C=C1)CCO (2-[(4-amino)phenyl]ethanol), C(C)(C)N(CC)C(C)C (diisopropylethylamine), FC(C(C(=O)Cl)(F)F)(C(F)(F)F)F (heptafluorobutyryl chloride). Solvent: ClCCl (dichloromethane). Run at time 2 hour. Product: FC(C(=O)NC1=CC=C(C=C1)CCO)(C(C(F)(F)F)(F)F)F (2,2,3,3,4,4,4-heptafluoro-N-[4-(2-hydroxyethyl)phenyl]butanamide). Isolated yield 65.4%. RXN SMILES: [NH2:1][C:2]1[CH:7]=[CH:6][C:5]([CH2:8][CH2:9][OH:10])=[CH:4][CH:3]=1.C(N(C(C)C)CC)(C)C.[F:20][C:21]([F:32])([C:28]([F:31])([F:30])[F:29])[C:22]([F:27])([F:26])[C:23](Cl)=[O:24]>ClCCl>[F:26][C:22]([F:27])([C:21]([F:20])([F:32])[C:28]([F:29])([F:30])[F:31])[C:23]([NH:1][C:2]1[CH:7]=[CH:6][C:5]([CH2:8][CH2:9][OH:10])=[CH:4][CH:3]=1)=[O:24]. Procedure details: To a 0° C. solution of 2-[(4-amino)phenyl]ethanol (25 g), diisopropylethylamine (23.9 g) and dichloromethane (400 mL) was added heptafluorobutyryl chloride (41.8 g) dropwise over 0.5 hour. The mixture was allowed to warm gradually to room temperature and stirred for 2 hours. The precipitate was filtered off and the filtrate was diluted with ethylacetate (100 mL), washed with water (3×500 mL), dried over sodium sulfate, filtered and concentrated with a rotary evaporator. The residue was triturate... Product: COC(=O)CCCNCC(=O)CCN1CCC(OC(=O)Nc2ccccc2-c2ccccc2)CC1. Starting materials: CNCCCC(=O)OC, CCN(C(C)C)C(C)C, ClCCl, Cl, O, O=C(O)CCN1CCC(OC(=O)Nc2ccccc2-c2ccccc2)CC1. Reaction SMILES: [CH3:2][O:3][C:4]([CH2:5][CH2:6][CH2:7][NH:8][CH3:9])=[O:10].[CH:38]([N:39]([CH2:40][CH3:41])[CH:42]([CH3:43])[CH3:44])([CH3:45])[CH3:46].[Cl:48][CH2:49][Cl:50].[ClH:1].[OH2:47].[c:11]1(-[c:32]2[cH:33][cH:34][cH:35][cH:36][cH:37]2)[c:12]([NH:17][C:18](=[O:19])[O:20][CH:21]2[CH2:22][CH2:23][N:24]([CH2:27][CH2:28][C:29](=[O:30])[OH:31])[CH2:25][CH2:26]2)[cH:13][cH:14][cH:15][cH:16]1>>[CH3:2][O:3][C:4]([CH2:5][CH2:6][CH2:7][NH:8][CH2:9][C:29]([CH2:28][CH2:27][N:24]1[CH2:23][CH2:22][CH:21]([O:20][C:18]([NH:17][c:12]2[c:11](-[c:32]3[cH:33][cH:34][cH:35][cH:36][cH:37]3)[cH:16][cH:15][cH:14][cH:13]2)=[O:19])[CH2:26][CH2:25]1)=[O:30])=[O:10]. Starting materials: [Br-], CS(C)=O, OCC1CCC1, CC(Cc1ccc2c(c1)OC(C(=O)O)(C(=O)O)O2)NCC(O)c1cccc(Cl)c1, [K+]. Yields the product CC(Cc1ccc2c(c1)OC(C(=O)O)(C(=O)OCC1CCC1)O2)NCC(O)c1cccc(Cl)c1. RXN SMILES: [Br-:36].[CH3:38][S:39]([CH3:40])=[O:41].[CH:30]1([CH2:34][OH:35])[CH2:31][CH2:32][CH2:33]1.[Cl:1][c:2]1[cH:3][c:4]([CH:8]([CH2:9][NH:10][CH:11]([CH2:12][c:13]2[cH:14][c:15]3[c:16]([cH:26][cH:27]2)[O:17][C:18]([C:20](=[O:21])[OH:22])([C:23](=[O:24])[OH:25])[O:19]3)[CH3:28])[OH:29])[cH:5][cH:6][cH:7]1.[K+:37]>>[Cl:1][c:2]1[cH:3][c:4]([CH:8]([CH2:9][NH:10][CH:11]([CH2:12][c:13]2[cH:14][c:15]3[c:16]([cH:26][cH:27]2)[O:17][C:18]([C:20](=[O:21])[OH:22])([C:23]([O:24][CH2:34][CH:30]2[CH2:31][CH2:32][CH2:33]2)=[O:25])[O:19]3)[CH3:28])[OH:29])[cH:5][cH:6][cH:7]1.